This data is from the Open Reaction Database (ORD), a public repository of structured organic reaction records. The task is: describe an organic reaction: reactants, conditions, products, and yield Starting materials: C1COCCN1, CCOC(=O)c1sc(-c2ccc(N3CCOCC3)c([N+](=O)[O-])c2)nc1C, CCOC(=O)c1sc(-c2ccc(Cl)c([N+](=O)[O-])c2)nc1C. Yields the product Cc1nc(-c2ccc(N3CCOCC3)c([N+](=O)[O-])c2)sc1C(=O)O. Reaction SMILES: [CH2:48]1[NH:49][CH2:50][CH2:51][O:52][CH2:53]1.[CH3:22][c:23]1[n:24][c:25](-[c:33]2[cH:34][c:35]([N+:45](=[O:46])[O-:47])[c:36]([N:39]3[CH2:40][CH2:41][O:42][CH2:43][CH2:44]3)[cH:37][cH:38]2)[s:26][c:27]1[C:28](=[O:29])[O:30][CH2:31][CH3:32].[Cl:1][c:2]1[cH:3][cH:4][c:5](-[c:6]2[s:7][c:8]([C:9]([O:10][CH2:11][CH3:12])=[O:13])[c:14]([CH3:15])[n:16]2)[cH:17][c:18]1[N+:19]([O-:20])=[O:21]>>[CH3:22][c:23]1[n:24][c:25](-[c:33]2[cH:34][c:35]([N+:45](=[O:46])[O-:47])[c:36]([N:39]3[CH2:40][CH2:41][O:42][CH2:43][CH2:44]3)[cH:37][cH:38]2)[s:26][c:27]1[C:28](=[O:29])[OH:30]. Reactants: N1(CCC1)CCN1C(=NC(=C1)C1=CC(=C(C=C1)F)C(F)(F)F)C1CCN(CC1)C1=C(C(=NC=N1)N)C=1C=NNC1 (6-(4-(1-(2-(azetidin-1-yl)ethyl)-4-(4-fluoro-3-(trifluoromethyl)phenyl)-1H-imidazol-2-yl)piperidin-1-yl)-5-(1H-pyrazol-4-yl)pyrimidin-4-amine), N1C=C(C=C1)B(O)O ((1H-pyrrol-3-yl)boronic acid), CC1(OB(OC1(C)C)C=1C=NN(C1)C(=O)OC(C)(C)C)C (tert-butyl 4-(4,4,5,5-tetramethyl-1,3,2-dioxaborolan-2-yl)-1H-pyrazole-1-carboxylate). Product: N1(CCC1)CCN1C(=NC(=C1)C1=CC(=C(C=C1)F)C(F)(F)F)C1CCN(CC1)C1=C(C(=NC=N1)N)C1=CNC=C1 (6-(4-(1-(2-(azetidin-1-yl)ethyl)-4-(4-fluoro-3-(trifluoromethyl)phenyl)-1H-imidazol-2-yl)piperidin-1-yl)-5-(1H-pyrrol-3-yl)pyrimidin-4-amine). RXN SMILES: [N:1]1([CH2:5][CH2:6][N:7]2[CH:11]=[C:10]([C:12]3[CH:17]=[CH:16][C:15]([F:18])=[C:14]([C:19]([F:22])([F:21])[F:20])[CH:13]=3)[N:9]=[C:8]2[CH:23]2[CH2:28][CH2:27][N:26]([C:29]3[N:34]=[CH:33][N:32]=[C:31]([NH2:35])[C:30]=3[C:36]3[CH:37]=[N:38]N[CH:40]=3)[CH2:25][CH2:24]2)[CH2:4][CH2:3][CH2:2]1.N1C=CC(B(O)O)=[CH:42]1.CC1(C)C(C)(C)OB(C2C=NN(C(OC(C)(C)C)=O)C=2)O1>>[N:1]1([CH2:5][CH2:6][N:7]2[CH:11]=[C:10]([C:12]3[CH:17]=[CH:16][C:15]([F:18])=[C:14]([C:19]([F:20])([F:22])[F:21])[CH:13]=3)[N:9]=[C:8]2[CH:23]2[CH2:24][CH2:25][N:26]([C:29]3[N:34]=[CH:33][N:32]=[C:31]([NH2:35])[C:30]=3[C:36]3[CH:40]=[CH:42][NH:38][CH:37]=3)[CH2:27][CH2:28]2)[CH2:4][CH2:3][CH2:2]1. Reported procedure: The title compound was prepared in an analogous manner as 6-(4-(1-(2-(azetidin-1-yl)ethyl)-4-(4-fluoro-3-(trifluoromethyl)phenyl)-1H-imidazol-2-yl)piperidin-1-yl)-5-(1H-pyrazol-4-yl)pyrimidin-4-amine of using (1H-pyrrol-3-yl)boronic acid instead tert-butyl 4-(4,4,5,5-tetramethyl-1,3,2-dioxaborolan-2-yl)-1H-pyrazole-1-carboxylate. LC-MS: (M+1=555, obsd.=555). RXN SMILES: [CH2:22]1[CH2:23][O:24][CH2:25][CH2:26][NH:27]1.[Cl:1][c:2]1[n:3][c:4]2[cH:5][cH:6][cH:7][cH:8][c:9]2[c:10]([N:12]([CH3:13])[c:14]2[cH:15][cH:16][c:17]([O:20][CH3:21])[cH:18][cH:19]2)[n:11]1>>[c:2]1([N:27]2[CH2:22][CH2:23][O:24][CH2:25][CH2:26]2)[n:3][c:4]2[cH:5][cH:6][cH:7][cH:8][c:9]2[c:10]([N:12]([CH3:13])[c:14]2[cH:15][cH:16][c:17]([O:20][CH3:21])[cH:18][cH:19]2)[n:11]1. The reactants are C1COCCN1, COc1ccc(N(C)c2nc(Cl)nc3ccccc23)cc1. Yields the product COc1ccc(N(C)c2nc(N3CCOCC3)nc3ccccc23)cc1. Starting materials: CC#N, C1CC(OCC2CC2)CCN1, CC(CI)CN1C(=O)COc2ccccc21, [K+], [K+], O=C([O-])[O-]. The product is CC(CN1CCC(OCC2CC2)CC1)CN1C(=O)COc2ccccc21. As a reaction SMILES: [CH3:34][C:35]#[N:36].[CH:17]1([CH2:20][O:21][CH:22]2[CH2:23][CH2:24][NH:25][CH2:26][CH2:27]2)[CH2:18][CH2:19]1.[I:1][CH2:2][CH:3]([CH2:4][N:5]1[C:6](=[O:15])[CH2:7][O:8][c:9]2[c:10]1[cH:11][cH:12][cH:13][cH:14]2)[CH3:16].[K+:28].[K+:29].[O-:30][C:31]([O-:32])=[O:33]>>[CH2:2]([CH:3]([CH2:4][N:5]1[C:6](=[O:15])[CH2:7][O:8][c:9]2[c:10]1[cH:11][cH:12][cH:13][cH:14]2)[CH3:16])[N:25]1[CH2:24][CH2:23][CH:22]([O:21][CH2:20][CH:17]2[CH2:18][CH2:19]2)[CH2:27][CH2:26]1. Reactants: C(#N)N1CCC(CC1)N(C(=O)C=1C=NC(=NC1)C=1C=NC(=CC1)OCC)C1CC1 (2-(6-ethoxy-pyridin-3-yl)-pyrimidine-5-carboxylic acid (1-cyano-piperidin-4-yl)-cyclopropyl-amide), ONC(C1=CC=CC=C1)=N (N-hydroxy-benzamidine). The product is C1(CC1)N(C(=O)C=1C=NC(=NC1)C=1C=NC(=CC1)OCC)C1CCN(CC1)C1=NC(=NO1)C1=CC=CC=C1 (2-(6-Ethoxy-pyridin-3-yl)-pyrimidine-5-carboxylic acid cyclopropyl-[1-(3-phenyl[1,2,4]oxadiazol-5-yl)-piperidin-4-yl]amide). RXN SMILES: [C:1]([N:3]1[CH2:8][CH2:7][CH:6]([N:9]([CH:27]2[CH2:29][CH2:28]2)[C:10]([C:12]2[CH:13]=[N:14][C:15]([C:18]3[CH:19]=[N:20][C:21]([O:24][CH2:25][CH3:26])=[CH:22][CH:23]=3)=[N:16][CH:17]=2)=[O:11])[CH2:5][CH2:4]1)#[N:2].[OH:30][NH:31][C:32](=N)[C:33]1[CH:38]=[CH:37][CH:36]=[CH:35][CH:34]=1>>[CH:27]1([N:9]([CH:6]2[CH2:5][CH2:4][N:3]([C:1]3[O:30][N:31]=[C:32]([C:33]4[CH:38]=[CH:37][CH:36]=[CH:35][CH:34]=4)[N:2]=3)[CH2:8][CH2:7]2)[C:10]([C:12]2[CH:13]=[N:14][C:15]([C:18]3[CH:19]=[N:20][C:21]([O:24][CH2:25][CH3:26])=[CH:22][CH:23]=3)=[N:16][CH:17]=2)=[O:11])[CH2:28][CH2:29]1. Procedure details: The title compound is prepared from 2-(6-ethoxy-pyridin-3-yl)-pyrimidine-5-carboxylic acid (1-cyano-piperidin-4-yl)-cyclopropyl-amide and N-hydroxy-benzamidine following a procedure analogous to that described in Example 6. LC (method 3): tR=2.20 min; Mass spectrum (ESI+): m/z=512 [M+H]+. The reactants are O=C([O-])[O-], CC(C)(C)OC(=O)c1ccc(O)cc1, CC(C)=O, ClCCCBr, [K+], [K+]. Product: CC(C)(C)OC(=O)c1ccc(OCCCCl)cc1. RXN SMILES: [C:20](=[O:21])([O-:22])[O-:23].[CH3:1][C:2]([CH3:3])([CH3:4])[O:5][C:6]([c:7]1[cH:8][cH:9][c:10]([OH:13])[cH:11][cH:12]1)=[O:14].[CH3:26][C:27](=[O:28])[CH3:29].[Cl:15][CH2:16][CH2:17][CH2:18][Br:19].[K+:24].[K+:25]>>[CH3:1][C:2]([CH3:3])([CH3:4])[O:5][C:6]([c:7]1[cH:8][cH:9][c:10]([O:13][CH2:18][CH2:17][CH2:16][Cl:15])[cH:11][cH:12]1)=[O:14].